This data is from the Open Reaction Database (ORD), a public repository of structured organic reaction records. The task is: describe an organic reaction: reactants, conditions, products, and yield Product: CC(O)CCOCC(=O)OC(C)(C)C. Starting materials: CC(C)(C)OC(=O)CBr, C1CCOC1, CC(O)CCO, CCOC(C)=O, O, O=C(O)CC(O)(CC(=O)O)C(=O)O. Reaction SMILES: [Br:7][CH2:8][C:9](=[O:10])[O:11][C:12]([CH3:13])([CH3:14])[CH3:15].[CH2:30]1[O:31][CH2:32][CH2:33][CH2:34]1.[CH3:1][CH:2]([OH:3])[CH2:4][CH2:5][OH:6].[CH3:35][CH2:36][O:37][C:38](=[O:39])[CH3:40].[OH2:16].[OH:17][C:18]([CH2:19][C:20]([C:21](=[O:22])[OH:23])([CH2:24][C:25](=[O:26])[OH:27])[OH:28])=[O:29]>>[CH3:1][CH:2]([OH:3])[CH2:4][CH2:5][O:6][CH2:8][C:9](=[O:10])[O:11][C:12]([CH3:13])([CH3:14])[CH3:15]. Reactants: CCO, CON, CC(=O)C(=NO)C(=O)N(C)C, Cl, c1ccncc1. The product is CON=C(C)C(=NO)C(=O)N(C)C. As a reaction SMILES: [CH3:12][CH2:13][OH:14].[CH3:16][O:17][NH2:18].[CH3:1][N:2]([C:3]([C:4]([C:5](=[O:6])[CH3:7])=[N:8][OH:9])=[O:10])[CH3:11].[ClH:15].[cH:19]1[cH:20][cH:21][n:22][cH:23][cH:24]1>>[CH3:1][N:2]([C:3]([C:4]([C:5]([CH3:7])=[N:18][O:17][CH3:16])=[N:8][OH:9])=[O:10])[CH3:11]. Starting materials: C1COCCN1, CC(C)(C)NC(=O)N1CC(OCc2cccc(-c3ccc(CCl)cc3)c2C(F)(F)F)C1. The product is CC(C)(C)NC(=O)N1CC(OCc2cccc(-c3ccc(CN4CCOCC4)cc3)c2C(F)(F)F)C1. As a reaction SMILES: [CH2:32]1[CH2:33][O:34][CH2:35][CH2:36][NH:37]1.[Cl:1][CH2:2][c:3]1[cH:4][cH:5][c:6](-[c:9]2[c:10]([C:28]([F:29])([F:30])[F:31])[c:11]([CH2:15][O:16][CH:17]3[CH2:18][N:19]([C:21](=[O:22])[NH:23][C:24]([CH3:25])([CH3:26])[CH3:27])[CH2:20]3)[cH:12][cH:13][cH:14]2)[cH:7][cH:8]1>>[CH2:2]([c:3]1[cH:4][cH:5][c:6](-[c:9]2[c:10]([C:28]([F:29])([F:30])[F:31])[c:11]([CH2:15][O:16][CH:17]3[CH2:18][N:19]([C:21](=[O:22])[NH:23][C:24]([CH3:25])([CH3:26])[CH3:27])[CH2:20]3)[cH:12][cH:13][cH:14]2)[cH:7][cH:8]1)[N:37]1[CH2:32][CH2:33][O:34][CH2:35][CH2:36]1. Reactants: N1C=C(C=C1)C(=O)OC (methyl pyrrole-3-carboxylate), C(Cl)Cl (methylene chloride), O (water), C(C1=CC=CC=C1)(=O)Cl (benzoyl chloride), stannic chloride. Run in CCOCC (Ether). Conditions: time 15 minute. Product: C(C1=CC=CC=C1)(=O)C1=CC(=CN1)C(=O)OC (Methyl 5-Benzoylpyrrole-3-carboxylate). Yield: 69.8%. Reaction SMILES: [NH:1]1[CH:5]=[CH:4][C:3]([C:6]([O:8][CH3:9])=[O:7])=[CH:2]1.[C:10](Cl)(=[O:17])[C:11]1[CH:16]=[CH:15][CH:14]=[CH:13][CH:12]=1.C(Cl)Cl.O>CCOCC>[C:10]([C:5]1[NH:1][CH:2]=[C:3]([C:6]([O:8][CH3:9])=[O:7])[CH:4]=1)(=[O:17])[C:11]1[CH:16]=[CH:15][CH:14]=[CH:13][CH:12]=1. Procedure: Under nitrogen, methyl pyrrole-3-carboxylate (5 g., 40 mmoles) was combined with benzoyl chloride (4.8 ml., 40 mmoles) and stannic chloride (9.2 ml. 80 mmoles) in 75 ml. of methylene chloride and stirred for 3 hours at room temperature. Ice and water (50 ml.) was added slowly and stirring continued for an additional 15 minutes. Ether (150 ml.) was then added and, after equilibration, the phases separated. The upper, organic phase was washed sequentially with 50 ml. of water, 50 ml. of 1 N sodium... Procedure: To a solution of 60 mg of 8-(4-Hydroxy-bicyclo[2.2.2]oct-1-yl)-1,3-dipropyl-3,7-dihydro-purine-2,6-dione (Example 13a) (0.167 mmol) in CH2Cl2 (2 ml) was added 27 μL of pyridine and the reaction mixture cooled to 0° C. To this was added 40 μL of triflic anhydride (0.24 mmol) in CH2Cl2 (1 ml). Maintained at 10° C. overnight. The reaction mixture was diluted with CH2Cl2 (5 ml) and washed with cold 1N HCl, sat'd NaHCO3 and brine. Dried over sodium sulfate and concentrated in vacuo to afford a yellow... Isolated yield 15.1%. Product: O(C1=CC=CC=C1)C12CCC(CC1)(CC2)C2=NC=1N(C(N(C(C1N2)=O)CCC)=O)CCC (8-(4-Phenoxy-bicyclo[2.2.2]oct-1-yl)-1,3-dipropyl-3,7-dihydro-purine-2,6-dione). Solvent: C(Cl)Cl (CH2Cl2), O1CCOCC1 (1,4-dioxane), C(Cl)Cl (CH2Cl2), C(Cl)Cl (CH2Cl2), N1=CC=CC=C1 (pyridine). The reactants are S(=O)(=O)(C(F)(F)F)OS(=O)(=O)C(F)(F)F (triflic anhydride), C1(=CC=CC=C1)O (phenol), [O-]S(=O)(=O)C(F)(F)F (triflate), OC12CCC(CC1)(CC2)C2=NC=1N(C(N(C(C1N2)=O)CCC)=O)CCC (8-(4-Hydroxy-bicyclo[2.2.2]oct-1-yl)-1,3-dipropyl-3,7-dihydro-purine-2,6-dione). As a reaction SMILES: [OH:1][C:2]12[CH2:9][CH2:8][C:5]([C:10]3[NH:18][C:17]4[C:16](=[O:19])[N:15]([CH2:20][CH2:21][CH3:22])[C:14](=[O:23])[N:13]([CH2:24][CH2:25][CH3:26])[C:12]=4[N:11]=3)([CH2:6][CH2:7]1)[CH2:4][CH2:3]2.S(OS(C(F)(F)F)(=O)=O)(C(F)(F)F)(=O)=O.[O-]S(C(F)(F)F)(=O)=O.[C:50]1(O)[CH:55]=[CH:54][CH:53]=[CH:52][CH:51]=1>C(Cl)Cl.O1CCOCC1.N1C=CC=CC=1>[O:1]([C:2]12[CH2:9][CH2:8][C:5]([C:10]3[NH:18][C:17]4[C:16](=[O:19])[N:15]([CH2:20][CH2:21][CH3:22])[C:14](=[O:23])[N:13]([CH2:24][CH2:25][CH3:26])[C:12]=4[N:11]=3)([CH2:6][CH2:7]1)[CH2:4][CH2:3]2)[C:50]1[CH:55]=[CH:54][CH:53]=[CH:52][CH:51]=1. Conditions: temperature 0 celsius.